Dataset: the Open Reaction Database (ORD), a public repository of structured organic reaction records. Task: describe an organic reaction: reactants, conditions, products, and yield As a reaction SMILES: [CH3:1][O:2][c:3]1[cH:4][c:5](-[c:9]2[cH:10][c:11]([N+:19]([O-:20])=[O:21])[c:12]([CH2:15][C:16](=[O:17])[OH:18])[cH:13][cH:14]2)[cH:6][cH:7][cH:8]1.[CH3:22][OH:23]>>[CH3:1][O:2][c:3]1[cH:4][c:5](-[c:9]2[cH:10][c:11]3[c:12]([cH:13][cH:14]2)[CH2:15][C:16](=[O:17])[NH:19]3)[cH:6][cH:7][cH:8]1. Reactants: COc1cccc(-c2ccc(CC(=O)O)c([N+](=O)[O-])c2)c1, CO. Product: COc1cccc(-c2ccc3c(c2)NC(=O)C3)c1. Starting materials: BrC=1C=C2C(=NC1)N(C=N2)C=2C=C(C=CC2)O (3-(6-bromoimidazo[4,5-b]pyridin-3-yl)phenol), O1C=C(C=C1)B(O)O (3-furanboronic acid), P(=O)([O-])([O-])[O-].[K+].[K+].[K+] (potassium phosphate). The reagents and catalysts are C=1C=CC(=CC1)[P](C=2C=CC=CC2)(C=3C=CC=CC3)[Pd]([P](C=4C=CC=CC4)(C=5C=CC=CC5)C=6C=CC=CC6)([P](C=7C=CC=CC7)(C=8C=CC=CC8)C=9C=CC=CC9)[P](C=1C=CC=CC1)(C=1C=CC=CC1)C=1C=CC=CC1 (tetrakis(triphenylphosphine)palladium(0)). The solvent is [OH-].[Na+] (sodium hydroxide), CN(C=O)C (N,N-dimethylformamide). Conditions: temperature 80 celsius. The product is O1C=C(C=C1)C=1C=C2C(=NC1)N(C=N2)C=2C=C(C=CC2)O (3-[6-(furan-3-yl)imidazo[4,5-b]pyridin-3-yl]phenol). Isolated yield 99.2%. As a reaction SMILES: Br[C:2]1[CH:3]=[C:4]2[N:10]=[CH:9][N:8]([C:11]3[CH:12]=[C:13]([OH:17])[CH:14]=[CH:15][CH:16]=3)[C:5]2=[N:6][CH:7]=1.[O:18]1[CH:22]=[CH:21][C:20](B(O)O)=[CH:19]1.P([O-])([O-])([O-])=O.[K+].[K+].[K+]>CN(C)C=O.[OH-].[Na+].C1C=CC([P]([Pd]([P](C2C=CC=CC=2)(C2C=CC=CC=2)C2C=CC=CC=2)([P](C2C=CC=CC=2)(C2C=CC=CC=2)C2C=CC=CC=2)[P](C2C=CC=CC=2)(C2C=CC=CC=2)C2C=CC=CC=2)(C2C=CC=CC=2)C2C=CC=CC=2)=CC=1>[O:18]1[CH:22]=[CH:21][C:20]([C:2]2[CH:3]=[C:4]3[N:10]=[CH:9][N:8]([C:11]4[CH:12]=[C:13]([OH:17])[CH:14]=[CH:15][CH:16]=4)[C:5]3=[N:6][CH:7]=2)=[CH:19]1 |f:2.3.4.5,7.8,^1:44,46,65,84|. Reported procedure: A mixture of 3-(6-bromoimidazo[4,5-b]pyridin-3-yl)phenol (2.32 g, 8 mmol), 3-furanboronic acid (1.43 g, 12.8 mmol), potassium phosphate (3.4 g, 16 mmol) and tetrakis(triphenylphosphine)palladium(0) (370 mg) in degassed N,N-dimethylformamide (12 ml) was heated at 80° C. for 20 hours. After cooling to ambient temperature the mixture was dissolved in 3N sodium hydroxide and extracted with dichloromethane, then with ether. The aqueous phase was adjusted to pH 7 with concentrated hydrochloric acid an...